This data is from the Open Reaction Database (ORD), a public repository of structured organic reaction records. The task is: describe an organic reaction: reactants, conditions, products, and yield The reactants are C(CCC)[Li] (n-butyllithium), [H-].[Na+] (sodium hydride), C(C)(C)NC(C)C (diisopropylamine), C(C(C)C)(=O)O (isobutyric acid), ClCSC1=CC=CC=C1 (chloromethylphenyl sulfide). The solvent is O (water), C(C)OCC (diethyl ether), CCCCCC (hexane), O1CCCC1 (tetrahydrofuran). Reaction conditions: temperature 0 celsius, time 15 minute. The product is CC(C(=O)O)(CC=1SC=CC1)C (2,2-dimethyl-3-(thiophenyl)propionic acid). The yield is 21.6%. Reaction SMILES: [H-].[Na+].[CH:3](NC(C)C)(C)C.[C:10]([OH:15])(=[O:14])[CH:11]([CH3:13])[CH3:12].C([Li])CCC.ClC[S:23][C:24]1[CH:29]=[CH:28][CH:27]=CC=1>O1CCCC1.CCCCCC.C(OCC)C.O>[CH3:12][C:11]([CH3:3])([CH2:13][C:27]1[S:23][CH:24]=[CH:29][CH:28]=1)[C:10]([OH:15])=[O:14] |f:0.1|. Procedure details: To a mixture of 1.23 g (41 mmol) of 80% sodium hydride in 50 mL of dry tetrahydrofuran was added 3.88 g (38.3 mmol) of diisopropylamine and then 3.3 g (37.5 mmol) of isobutyric acid. After heating at reflux for 15 min, and cooling to 0° C., 15 mL (37.5 mmol) of a 2.5M n-butyllithium in hexane solution was added over 10 min. After 15 min, the solution was heated to 35° C. for 30 min, cooled to 0° C. and 5.94 g (37.5 mmol) of chloromethylphenyl sulfide was added. After 30 min at 0° C. and 35° C. f... Starting materials: CN(CCNS(=O)(=O)C1=CC=C(C=C1)C=1NC(C(C(=O)O)=CC1)=O)C (6-[4-[(2-dimethylaminoethyl)aminosulfonyl]phenyl]-1,2-dihydro-2-oxonicotinic acid), S(=O)(Cl)Cl (thionyl chloride). Yields the product Cl.CN(CCNS(=O)(=O)C1=CC=C(C=C1)C=1NC(C(CCl)=CC1)=O)C (6-[4-[(2-Dimethylaminoethyl)aminosulfonyl]phenyl]-1,2-dihydro-2-oxonicotinyl Chloride Hydrochloride). Reaction SMILES: [CH3:1][N:2]([CH3:25])[CH2:3][CH2:4][NH:5][S:6]([C:9]1[CH:14]=[CH:13][C:12]([C:15]2[NH:16][C:17](=[O:24])[C:18](=[CH:22][CH:23]=2)[C:19](O)=O)=[CH:11][CH:10]=1)(=[O:8])=[O:7].S(Cl)([Cl:28])=O>>[ClH:28].[CH3:1][N:2]([CH3:25])[CH2:3][CH2:4][NH:5][S:6]([C:9]1[CH:14]=[CH:13][C:12]([C:15]2[NH:16][C:17](=[O:24])[C:18](=[CH:22][CH:23]=2)[CH2:19][Cl:28])=[CH:11][CH:10]=1)(=[O:8])=[O:7] |f:2.3|. Procedure: A suspension of 3.5 g. of 6-[4-[(2-dimethylaminoethyl)aminosulfonyl]phenyl]-1,2-dihydro-2-oxonicotinic acid in 175 ml. of thionyl chloride is stirred at room temperature for 16 hours. The mixture is diluted with 300 ml. of hexane and the precipitate of 6-[4-[(2-dimethylaminoethyl)aminosulfonyl]phenyl]-1,2-dihydro-2-oxonicotinyl chloride hydrochloride is collected by filtration, washed with hexane and dried. The acid chloride is used as such without further purification.